Dataset: the Open Reaction Database (ORD), a public repository of structured organic reaction records. Task: describe an organic reaction: reactants, conditions, products, and yield The reactants are C(C)(=O)O[C@H]1[C@@H](OC2(CC2)[C@H]([C@@H]1OC(C)=O)OC(C)=O)C1=CC(=C(C=C1)Cl)CC=1C=CC2=C(NC(CO2)=O)C1 (acetic acid (5S,6S,7R,8S)-6,7-diacetoxy-5-[4-chloro-3-(3-oxo-3,4-dihydro-2H-benzo[1,4]oxazin-6-ylmethyl)-phenyl]-4-oxa-spiro[2.5]oct-8-yl ester), B.C1CCOC1 (BH3-THF). The solvent is C1CCOC1 (THF). The product is C(C)(=O)O[C@H]1[C@@H](OC2(CC2)[C@H]([C@@H]1OC(C)=O)OC(C)=O)C1=CC(=C(C=C1)Cl)CC=1C=CC2=C(NCCO2)C1 (acetic acid (5S,6S,7R,8S)-6,7-diacetoxy-5-[4-chloro-3-(3,4-dihydro-2H-benzo[1,4]oxazin-6-ylmethyl)-phenyl]-4-oxa-spiro[2.5]oct-8-yl ester). Isolated yield 57.2%. As a reaction SMILES: [C:1]([O:4][C@@H:5]1[C@@H:12]([O:13][C:14](=[O:16])[CH3:15])[C@H:11]([O:17][C:18](=[O:20])[CH3:19])[C:8]2([CH2:10][CH2:9]2)[O:7][C@H:6]1[C:21]1[CH:26]=[CH:25][C:24]([Cl:27])=[C:23]([CH2:28][C:29]2[CH:30]=[CH:31][C:32]3[O:37][CH2:36][C:35](=O)[NH:34][C:33]=3[CH:39]=2)[CH:22]=1)(=[O:3])[CH3:2].B.C1COCC1>C1COCC1>[C:1]([O:4][C@@H:5]1[C@@H:12]([O:13][C:14](=[O:16])[CH3:15])[C@H:11]([O:17][C:18](=[O:20])[CH3:19])[C:8]2([CH2:10][CH2:9]2)[O:7][C@H:6]1[C:21]1[CH:26]=[CH:25][C:24]([Cl:27])=[C:23]([CH2:28][C:29]2[CH:30]=[CH:31][C:32]3[O:37][CH2:36][CH2:35][NH:34][C:33]=3[CH:39]=2)[CH:22]=1)(=[O:3])[CH3:2] |f:1.2|. Reported procedure: To a stirred solution of acetic acid (5S,6S,7R,8S)-6,7-diacetoxy-5-[4-chloro-3-(3-oxo-3,4-dihydro-2H-benzo[1,4]oxazin-6-ylmethyl)-phenyl]-4-oxa-spiro[2.5]oct-8-yl ester (100 mg, 0.18 mmol) in THF (6 mL) was added a solution of BH3-THF (2.2 ml, 1.8 mmol) and heated to reflux overnight. Reaction was quenched with the addition of ethyl acetate. The solvent was evaporated and the crude product was purified by silica gel column chromatography to furnish the acetic acid (5S,6S,7R,8S)-6,7-diacetoxy-5-[... The reactants are CC(=O)O, Cl, N#CCC1CSc2sccc2C1=O, O. Yields the product O=C(O)CC1CSc2sccc2C1=O. Reaction SMILES: [CH3:16][C:17]([OH:18])=[O:19].[ClH:14].[O:1]=[C:2]1[c:3]2[c:4]([s:11][cH:12][cH:13]2)[S:5][CH2:6][CH:7]1[CH2:8][C:9]#[N:10].[OH2:15]>>[O:1]=[C:2]1[c:3]2[c:4]([s:11][cH:12][cH:13]2)[S:5][CH2:6][CH:7]1[CH2:16][C:17]([OH:18])=[O:19]. Reactants: C(C)(=O)NC1CC2=CC=C(C=C2C1)C(C)O (1-(2-acetamido-indan-5-yl)-1-ethanol), S(=O)(Cl)Cl (thionyl chloride). Run in C(Cl)Cl (methylene chloride). Reaction conditions: time 1 hour. Product: C(C)(=O)NC1CC2=CC=C(C=C2C1)C(C)Cl (1-(2-Acetamido-indan-5-yl)-1-chloroethane). Reaction SMILES: [C:1]([NH:4][CH:5]1[CH2:13][C:12]2[C:7](=[CH:8][CH:9]=[C:10]([CH:14](O)[CH3:15])[CH:11]=2)[CH2:6]1)(=[O:3])[CH3:2].S(Cl)([Cl:19])=O>C(Cl)Cl>[C:1]([NH:4][CH:5]1[CH2:13][C:12]2[C:7](=[CH:8][CH:9]=[C:10]([CH:14]([Cl:19])[CH3:15])[CH:11]=2)[CH2:6]1)(=[O:3])[CH3:2]. Procedure details: 25 g (0.11 mol) of 1-(2-acetamido-indan-5-yl)-1-ethanol are suspended in 280 ml of methylene chloride, and 15 g (0.12 mol) of thionyl chloride are added. A clear solution is formed. After 1 hour, this solution is neutralised by washing with a saturated solution of sodium bicarbonate. The desired reaction product is obtained after drying and evaporating. Reactants: N(=NC(=O)OCC)C(=O)OCC (Diethyl azodicarboxylate), C1(=CC=CC=C1)P(C1=CC=CC=C1)C1=CC=CC=C1 (triphenylphosphine), FC(C=1C=C(C=CC1)O)(F)F (m-trifluoromethylphenol), C1(=CC=CC=C1)C(N1C=NC(=C1)CCCO)(C1=CC=CC=C1)C1=CC=CC=C1 (1-(triphenylmethyl)-4-(3-hydroxypropyl)-1H-imidazole). Run in C1CCOC1 (THF), C1CCOC1 (THF), petroleum ether. Conditions: time 5 minute. Product: C1(=CC=CC=C1)C(N1C=NC(=C1)CCCOC1=C(C=CC=C1)C(F)(F)F)(C1=CC=CC=C1)C1=CC=CC=C1 (1-(triphenylmethyl)-4-[3-(trifluoromethylphenoxy)-propyl]-1H-imidazole). RXN SMILES: [C:1]1([C:7]([C:23]2[CH:28]=[CH:27][CH:26]=[CH:25][CH:24]=2)([C:17]2[CH:22]=[CH:21][CH:20]=[CH:19][CH:18]=2)[N:8]2[CH:12]=[C:11]([CH2:13][CH2:14][CH2:15][OH:16])[N:10]=[CH:9]2)[CH:6]=[CH:5][CH:4]=[CH:3][CH:2]=1.C1(P(C2C=CC=CC=2)C2C=CC=CC=2)C=CC=CC=1.[F:48][C:49]([F:58])([F:57])[C:50]1[CH:51]=[C:52](O)[CH:53]=[CH:54][CH:55]=1.N(C(OCC)=O)=NC(OCC)=O>C1COCC1>[C:23]1([C:7]([C:1]2[CH:6]=[CH:5][CH:4]=[CH:3][CH:2]=2)([C:17]2[CH:18]=[CH:19][CH:20]=[CH:21][CH:22]=2)[N:8]2[CH:12]=[C:11]([CH2:13][CH2:14][CH2:15][O:16][C:55]3[CH:54]=[CH:53][CH:52]=[CH:51][C:50]=3[C:49]([F:58])([F:57])[F:48])[N:10]=[CH:9]2)[CH:28]=[CH:27][CH:26]=[CH:25][CH:24]=1. Procedure details: 300 mg of 1-(triphenylmethyl)-4-(3-hydroxypropyl)-1H-imidazole (0.81 mmol) are dissolved in 8 ml of freshly distilled THF. 277 mg of triphenylphosphine (1.06 mmol) and 145 mg m-trifluoromethylphenol are added thereto, and the resulting mixture is cooled and stirred for 5 minutes under nitrogen. Diethyl azodicarboxylate (184 mg; 1.06 mmol), dissolved in freshly distilled THF (4 ml), is added gradually to the reaction mixture and while stirring continuously at room temperature for 12 hours. After ... Reactants: O=C([O-])[O-], CC(C)=O, Fc1ccc(-n2ccc3cc(-c4c[nH]nn4)ccc32)cc1, CI, [K+], [K+]. Product: Cn1ncc(-c2ccc3c(ccn3-c3ccc(F)cc3)c2)n1. RXN SMILES: [C:24](=[O:25])([O-:26])[O-:27].[CH3:30][C:31](=[O:32])[CH3:33].[F:1][c:2]1[cH:3][cH:4][c:5](-[n:8]2[cH:9][cH:10][c:11]3[cH:12][c:13](-[c:17]4[n:18][n:19][nH:20][cH:21]4)[cH:14][cH:15][c:16]23)[cH:6][cH:7]1.[I:22][CH3:23].[K+:28].[K+:29]>>[F:1][c:2]1[cH:3][cH:4][c:5](-[n:8]2[cH:9][cH:10][c:11]3[cH:12][c:13](-[c:17]4[n:18][n:19]([CH3:24])[n:20][cH:21]4)[cH:14][cH:15][c:16]23)[cH:6][cH:7]1.